Dataset: the Open Reaction Database (ORD), a public repository of structured organic reaction records. Task: describe an organic reaction: reactants, conditions, products, and yield Starting materials: Cl (hydrochloric acid), Cl.O1CC(CC2=CC=CC=C12)CCNCCC(=O)OC (N-[2-(chroman-3-yl)ethyl]-N-(2-methoxycarbonylethyl)-amine hydrochloride), N (ammonia), crude base. Run in C(C)(C)O (isopropanol), C(C)(C)O (isopropanol). Run at time 12 hour. The product is Cl.NC(=O)CCNCCC1COC2=CC=CC=C2C1 (N-(2-aminocarbonylethyl)-N-[2-(chroman-3-yl)ethyl]-amine hydrochloride). Reaction SMILES: [ClH:1].[O:2]1[C:11]2[C:6](=[CH:7][CH:8]=[CH:9][CH:10]=2)[CH2:5][CH:4]([CH2:12][CH2:13][NH:14][CH2:15][CH2:16][C:17]([O:19]C)=O)[CH2:3]1.[NH3:21].Cl>C(O)(C)C>[ClH:1].[NH2:21][C:17]([CH2:16][CH2:15][NH:14][CH2:13][CH2:12][CH:4]1[CH2:5][C:6]2[C:11](=[CH:10][CH:9]=[CH:8][CH:7]=2)[O:2][CH2:3]1)=[O:19] |f:0.1,5.6|. Reported procedure: 3 g (100 mmol) of N-[2-(chroman-3-yl)ethyl]-N-(2-methoxycarbonylethyl)-amine hydrochloride (example 4) are added to 20 ml of 5.5N methanolic ammonia solution. The mixture is stirred in a bomb tube for 12 hours at 60°. Subsequently, the reaction mixture is concentrated by evaporation, the resulting residue is dissolved in 2N hydrochloric acid, and the acidic solution is extracted with diethyl ether. The acidic aqueous phase is rendered alkaline with 2N sodium hydroxide solution and extracted with... Reaction SMILES: [Br:1][c:2]1[cH:3][c:4]([C:9]([CH:10]([CH3:11])[NH2:12])([NH2:13])[c:14]2[cH:15][n:16][c:17]([F:20])[cH:18][cH:19]2)[cH:5][cH:6][c:7]1[F:8].[F:21][CH:22]([n:23]1[c:24](=[O:32])[cH:25][cH:26][c:27]([C:29]([OH:30])=[O:31])[cH:28]1)[F:33]>>[Br:1][c:2]1[cH:3][c:4]([C:9]2([c:14]3[cH:15][n:16][c:17]([F:20])[cH:18][cH:19]3)[CH:10]([CH3:11])[NH:12][C:29]([c:27]3[cH:26][cH:25][c:24](=[O:32])[n:23]([CH:22]([F:21])[F:33])[cH:28]3)=[N:13]2)[cH:5][cH:6][c:7]1[F:8]. The product is CC1NC(c2ccc(=O)n(C(F)F)c2)=NC1(c1ccc(F)nc1)c1ccc(F)c(Br)c1. The reactants are CC(N)C(N)(c1ccc(F)nc1)c1ccc(F)c(Br)c1, O=C(O)c1ccc(=O)n(C(F)F)c1. The reactants are O=C([O-])[O-], O=c1cc(Cl)oc(N2CCOCC2)c1, [K+], [K+], N#N, C1COCCO1, OB(O)c1cccc2sc3ccccc3c12, c1ccc(P(c2ccccc2)(c2ccccc2)[Pd](P(c2ccccc2)(c2ccccc2)c2ccccc2)(P(c2ccccc2)(c2ccccc2)c2ccccc2)P(c2ccccc2)(c2ccccc2)c2ccccc2)cc1. The product is O=c1cc(-c2cccc3sc4ccccc4c23)oc(N2CCOCC2)c1. RXN SMILES: [C:31](=[O:32])([O-:33])[O-:34].[Cl:1][c:2]1[o:3][c:4]([N:9]2[CH2:10][CH2:11][O:12][CH2:13][CH2:14]2)[cH:5][c:6](=[O:8])[cH:7]1.[K+:35].[K+:36].[N:37]#[N:38].[O:39]1[CH2:40][CH2:41][O:42][CH2:43][CH2:44]1.[c:15]1([B:28]([OH:29])[OH:30])[cH:16][cH:17][cH:18][c:19]2[s:20][c:21]3[c:22]([c:23]12)[cH:24][cH:25][cH:26][cH:27]3.[cH:45]1[cH:46][cH:47][c:48]([P:49]([Pd:50]([P:51]([c:52]2[cH:53][cH:54][cH:55][cH:56][cH:57]2)([c:58]2[cH:59][cH:60][cH:61][cH:62][cH:63]2)[c:64]2[cH:65][cH:66][cH:67][cH:68][cH:69]2)([P:70]([c:71]2[cH:72][cH:73][cH:74][cH:75][cH:76]2)([c:77]2[cH:78][cH:79][cH:80][cH:81][cH:82]2)[c:83]2[cH:84][cH:85][cH:86][cH:87][cH:88]2)[P:89]([c:90]2[cH:91][cH:92][cH:93][cH:94][cH:95]2)([c:96]2[cH:97][cH:98][cH:99][cH:100][cH:101]2)[c:102]2[cH:103][cH:104][cH:105][cH:106][cH:107]2)([c:108]2[cH:109][cH:110][cH:111][cH:112][cH:113]2)[c:114]2[cH:115][cH:116][cH:117][cH:118][cH:119]2)[cH:120][cH:121]1>>[c:2]1(-[c:15]2[cH:16][cH:17][cH:18][c:19]3[s:20][c:21]4[c:22]([c:23]23)[cH:24][cH:25][cH:26][cH:27]4)[o:3][c:4]([N:9]2[CH2:10][CH2:11][O:12][CH2:13][CH2:14]2)[cH:5][c:6](=[O:8])[cH:7]1. The reactants are CCOC(=O)c1ccc(N)cc1, ClCCl, O=C(Cl)C=Cc1ccc2ccccc2c1, c1ccncc1. Yields the product CCOC(=O)c1ccc(NC(=O)C=Cc2ccc3ccccc3c2)cc1. As a reaction SMILES: [CH3:7][CH2:8][O:9][C:10](=[O:11])[c:12]1[cH:13][cH:14][c:15]([NH2:16])[cH:17][cH:18]1.[Cl:34][CH2:35][Cl:36].[cH:19]1[c:20]([CH:29]=[CH:30][C:31](=[O:32])[Cl:33])[cH:21][cH:22][c:23]2[cH:24][cH:25][cH:26][cH:27][c:28]12.[cH:1]1[cH:2][cH:3][n:4][cH:5][cH:6]1>>[CH3:7][CH2:8][O:9][C:10](=[O:11])[c:12]1[cH:13][cH:14][c:15]([NH:16][C:31]([CH:30]=[CH:29][c:20]2[cH:19][c:28]3[c:23]([cH:22][cH:21]2)[cH:24][cH:25][cH:26][cH:27]3)=[O:32])[cH:17][cH:18]1. The reactants are CC(=O)Cl, ClCCl, CCCCc1nc2c(N)nc3ccccc3c2n1CCCNCc1ccc(CC(=O)OC)cc1. Yields the product CCCCc1nc2c(N)nc3ccccc3c2n1CCCN(Cc1ccc(CC(=O)OC)cc1)C(C)=O. As a reaction SMILES: [CH3:35][C:36]([Cl:37])=[O:38].[Cl:39][CH2:40][Cl:41].[NH2:1][c:2]1[n:3][c:4]2[cH:5][cH:6][cH:7][cH:8][c:9]2[c:10]2[c:11]1[n:12][c:13]([CH2:31][CH2:32][CH2:33][CH3:34])[n:14]2[CH2:15][CH2:16][CH2:17][NH:18][CH2:19][c:20]1[cH:21][cH:22][c:23]([CH2:26][C:27](=[O:28])[O:29][CH3:30])[cH:24][cH:25]1>>[NH2:1][c:2]1[n:3][c:4]2[cH:5][cH:6][cH:7][cH:8][c:9]2[c:10]2[c:11]1[n:12][c:13]([CH2:31][CH2:32][CH2:33][CH3:34])[n:14]2[CH2:15][CH2:16][CH2:17][N:18]([CH2:19][c:20]1[cH:21][cH:22][c:23]([CH2:26][C:27](=[O:28])[O:29][CH3:30])[cH:24][cH:25]1)[C:36]([CH3:35])=[O:38]. The reactants are CO (methanol), carbonyl, [N-]=C=O (isocyanate), [H-].[Na+] (sodium hydride), N(=NC(C)(CC)N=C=O)C(C)(CC)N=C=O (2,2'-azobis(2-isocyanatobutane)). The solvent is O (water). Run at time 2 hour. Product: N(=NC(C)(CC)NC(=O)OC)C(C)(CC)NC(=O)OC (2,2'-Azobis[2-(methoxycarbonylamino)butane]). As a reaction SMILES: [CH3:1][OH:2].[H-].[Na+].[N:5]([C:14]([N:18]=[C:19]=[O:20])([CH2:16][CH3:17])[CH3:15])=[N:6][C:7]([N:11]=[C:12]=[O:13])([CH2:9][CH3:10])[CH3:8].[N-]=[C:22]=[O:23]>O>[N:5]([C:14]([NH:18][C:19]([O:23][CH3:22])=[O:20])([CH2:16][CH3:17])[CH3:15])=[N:6][C:7]([NH:11][C:12]([O:2][CH3:1])=[O:13])([CH2:9][CH3:10])[CH3:8] |f:1.2|. Reported procedure: To 50 ml of methanol in a 125 ml erlenmeyer flask stirred with a magnetic stirrer, was slowly added 2.1 grams (0.05 moles) of 57% sodium hydride. After the temperature came back down to 30° C., 5.6 grams (0.025 moles) of 2,2'-azobis(2-isocyanatobutane) was added dropwise over 2 minutes from an eyedropper. The reaction mixture exothermed to 45° C. over this period. The reaction mixture was stirred an additional 11/2 hours, poured into 200 ml water and the product extracted with a solution of 75 m... Reactants: [O-2].[Mg+2] (magnesium oxide), [H-].[Al+3].[Li+].[H-].[H-].[H-] (lithium aluminum hydride), amide, C(C)(=O)OCC (ethyl acetate), ClC1=CC=C2CCNCC2=C1Cl (7,8-dichlorotetrahydroisoquinoline), C(CCC(=O)Cl)(=O)Cl (succinyl chloride), [OH-].[Na+] (sodium hydroxide). The solvent is C(Cl)Cl (methylene chloride), O1CCCC1 (tetrahydrofuran), C(Cl)Cl (methylene chloride). Conditions: time 8 hour. Yields the product Cl.Cl.C(CCCN1CC2=C(C(=CC=C2CC1)Cl)Cl)N1CC2=C(C(=CC=C2CC1)Cl)Cl (2,2'-butylene-bis(7,8-dichloro-1,2,3,4-tetrahydroisoquinoline)dihydrochloride). As a reaction SMILES: [O-2].[Mg+2].[Cl:3][C:4]1[C:13]([Cl:14])=[C:12]2[C:7]([CH2:8][CH2:9][NH:10][CH2:11]2)=[CH:6][CH:5]=1.[C:15]([Cl:22])(=O)[CH2:16][CH2:17][C:18]([Cl:20])=O.[H-].[Al+3].[Li+].[H-].[H-].[H-].[OH-].[Na+].C(O[CH2:35][CH3:36])(=O)C>O1CCCC1.C(Cl)Cl>[ClH:3].[ClH:20].[CH2:9]([N:10]1[CH2:35][CH2:36][C:17]2[C:16](=[C:15]([Cl:22])[C:4]([Cl:3])=[CH:5][CH:18]=2)[CH2:11]1)[CH2:8][CH2:7][CH2:6][N:10]1[CH2:9][CH2:8][C:7]2[C:12](=[C:13]([Cl:14])[C:4]([Cl:3])=[CH:5][CH:6]=2)[CH2:11]1 |f:0.1,4.5.6.7.8.9,10.11,15.16.17|. Procedure: A suspension of 1.2 g. (30 mmol) of magnesium oxide in 100 ml. of methylene chloride containing 3.0 g. (15 mmol) of 7,8-dichlorotetrahydroisoquinoline free base was stirred under argon at 0° while a solution of 1.16 g. (7.5 mmol) of succinyl chloride in 25 ml. of methylene chloride was added dropwise. The mixture was stirred at room temperature overnight. It was filtered through celite and the filtrate washed with 3 N hydrochloric acid and 10% sodium hydroxide, dried and evaporated to give 1.8 g... Starting materials: O (water), C(=O)(OCC)[C@H](O)[C@@H](O)C(=O)OCC (diethyl L-tartrate), O=CC1=CC(OCC)=C(O)C=C1 (ethyl vanillin), C1(=CC=CC=C1)C (toluene). Reagents/catalysts: C1(=CC=C(C=C1)S(=O)(=O)O)C (p-toluenesulfonic acid). Run in CO (methanol). Product: C(C)OC=1C=C(C=CC1O)C1O[C@H]([C@@H](O1)C(=O)OCC)C(=O)OCC ((4R,5R)-2-(3-ethoxy-4-hydroxy-phenyl)4,5-dicarboethoxy-1,3-dioxolane). Yield: 33.9%. Reaction SMILES: [C:1]([C@@H:6]([C@H:8]([C:10]([O:12][CH2:13][CH3:14])=[O:11])[OH:9])[OH:7])([O:3][CH2:4][CH3:5])=[O:2].O=[CH:16][C:17]1[CH:26]=[CH:25][C:23]([OH:24])=[C:19]([O:20][CH2:21][CH3:22])[CH:18]=1.C1(C)C=CC=CC=1.O>C1(C)C=CC(S(O)(=O)=O)=CC=1.CO>[CH2:21]([O:20][C:19]1[CH:18]=[C:17]([CH:16]2[O:9][C@@H:8]([C:10]([O:12][CH2:13][CH3:14])=[O:11])[C@H:6]([C:1]([O:3][CH2:4][CH3:5])=[O:2])[O:7]2)[CH:26]=[CH:25][C:23]=1[OH:24])[CH3:22]. Procedure: A mixture of diethyl L-tartrate (309 g, 1.5 mol), ethyl vanillin (166 g, 1 mol), toluene (2 L) and p-toluenesulfonic acid (5 g, 0.026 mol) was heated at 115°-116° C. for 24 hours under a nitrogen atmosphere. During the reaction, water was removed by azeotropic distillation via a Dean-Stark trap. The mixture was washed sequentially with saturated sodium bicarbonate solution (500 mL), brine (2×1 L) and dried over sodium sulfate. The solvent was evaporated under reduced pressure and the solid obtai...